This data is from the Open Reaction Database (ORD), a public repository of structured organic reaction records. The task is: describe an organic reaction: reactants, conditions, products, and yield Reactants: [Mg] (magnesium), C(CCCC)C1C=CC(CC1)=O (4-pentylcyclohexenone), Grignard reagent, FC=1C=C(C=CC1F)Br (3,4-difluorobromobenzene), Grignard reagent, Cl (hydrochloric acid). The solvent is C(C)OCC (diethyl ether). Yields the product FC=1C=C(C=CC1F)C1(CC=C(CC1)CCCCC)O (4-(3,4-difluorophenyl)-4-hydroxy-l-pentylcyclohexene). Reaction SMILES: [F:1][C:2]1[CH:3]=[C:4](Br)[CH:5]=[CH:6][C:7]=1[F:8].[Mg].[CH2:11]([CH:16]1[CH2:21][CH2:20][C:19](=[O:22])[CH:18]=[CH:17]1)[CH2:12][CH2:13][CH2:14][CH3:15].Cl>C(OCC)C>[F:1][C:2]1[CH:3]=[C:4]([C:19]2([OH:22])[CH2:20][CH2:21][C:16]([CH2:11][CH2:12][CH2:13][CH2:14][CH3:15])=[CH:17][CH2:18]2)[CH:5]=[CH:6][C:7]=1[F:8]. Reported procedure: A solution of 7.1 g of 3,4-difluorobromobenzene in 25 ml of anhydrous diethyl ether was added dropwise under stirring at 15°-20° C. to 1 g of magnesium metal powder, followed by reaction at room temperature for 1 hour so that a Grignard reagent was formed. After 5 g of 4-pentylcyclohexenone were added under stirring at -10° to 0° C. to the thus-formed Grignard reagent, they were reacted at room temperature for additional 1 hour. After the completion of the reaction, diluted hydrochloric acid was... Reactants: Cc2ccc(B1OC(C)(C)C(C)(C)O1)cc2 (effective_coupling_partner), CCN(CC)C(=O)Oc1ccccc1 (substrate). Reagents/catalysts: IAd. Reaction conditions: temperature 150 celsius, time 20 hour. Yields the product Cc2ccc(c1ccccc1)cc2. The reactants are NC=1N=CSC1 (4-aminothiazole), BrC=1SC=C(N1)NC(C(F)(F)F)=O (2-bromo-4-trifluoroacetamidothiazole). Yields the product FC(C(=O)NC=1N=CSC1)(F)F (4-trifluoroacetamidothiazole). Reaction SMILES: NC1N=CSC=1.Br[C:8]1[S:9][CH:10]=[C:11]([NH:13][C:14](=[O:19])[C:15]([F:18])([F:17])[F:16])[N:12]=1>>[F:18][C:15]([F:16])([F:17])[C:14]([NH:13][C:11]1[N:12]=[CH:8][S:9][CH:10]=1)=[O:19]. Reported procedure: The method of preparing 4-aminothiazole comprising reacting 2-bromo-4-trifluoroacetamidothiazole under low pressure catalytic hydrogenation conditions in the presence of a noble metal catalyst to give 4-trifluoroacetamidothiazole then reacting said 4-trifluoroacetamidothiazole with sodium or potassium hydroxide in an aqueous medium at from about 30°-35°C. for about 4-8 hours.